Dataset: the Open Reaction Database (ORD), a public repository of structured organic reaction records. Task: describe an organic reaction: reactants, conditions, products, and yield Reactants: P(O)(O)(O)=O (phosphoric acid), CC1=C2[C@H](C(=O)[C@@]3([C@H](C[C@@H]4[C@]([C@H]3[C@@H]([C@@](C2(C)C)(C[C@@H]1OC(=O)[C@@H]([C@H](C=5C=CC=CC5)NC(=O)C=6C=CC=CC6)O)O)OC(=O)C=7C=CC=CC7)(CO4)OC(=O)C)O)C)OC(=O)C (paclitaxel), C(C)#N (acetonitrile). Solvent: O (water). The product is CC1=C2[C@H](C(=O)[C@@]3([C@H](C[C@@H]4[C@]([C@H]3[C@@H]([C@@](C2(C)C)(C[C@@H]1OC(=O)[C@@H]([C@H](C=5C=CC=CC5)NC(=O)C=6C=CC=CC6)O)O)OC(=O)C=7C=CC=CC7)(CO4)OC(=O)C)O)C)OC(=O)C (paclitaxel), C/C=C(\C)/C(=O)N[C@@H](C=1C=CC=CC1)[C@H](C(=O)O[C@H]2C[C@]3([C@H]([C@H]4[C@@]([C@H](C[C@@H]5[C@]4(CO5)OC(=O)C)O)(C(=O)[C@@H](C(=C2C)C3(C)C)OC(=O)C)C)OC(=O)C=6C=CC=CC6)O)O (cephalomannine). RXN SMILES: [CH3:1][C:2]1[C@@H:19]([O:20][C:21]([C@H:23]([OH:40])[C@@H:24]([NH:31][C:32]([C:34]2[CH:35]=[CH:36][CH:37]=[CH:38][CH:39]=2)=[O:33])[C:25]2[CH:26]=[CH:27][CH:28]=[CH:29][CH:30]=2)=[O:22])[CH2:18][C@:14]2([OH:41])[C:15]([CH3:17])([CH3:16])[C:3]=1[C@@H:4]([O:59][C:60]([CH3:62])=[O:61])[C:5]([C@@:7]1([CH3:58])[C@H:12]([C@@H:13]2[O:42][C:43]([C:45]2[CH:46]=[CH:47][CH:48]=[CH:49][CH:50]=2)=[O:44])[C@:11]2([O:53][C:54]([CH3:56])=[O:55])[CH2:51][O:52][C@@H:10]2[CH2:9][C@@H:8]1[OH:57])=[O:6].C(#N)C.P(=O)(O)(O)O>O>[CH3:1][C:2]1[C@@H:19]([O:20][C:21]([C@H:23]([OH:40])[C@@H:24]([NH:31][C:32]([C:34]2[CH:39]=[CH:38][CH:37]=[CH:36][CH:35]=2)=[O:33])[C:25]2[CH:26]=[CH:27][CH:28]=[CH:29][CH:30]=2)=[O:22])[CH2:18][C@:14]2([OH:41])[C:15]([CH3:16])([CH3:17])[C:3]=1[C@@H:4]([O:59][C:60]([CH3:62])=[O:61])[C:5]([C@@:7]1([CH3:58])[C@H:12]([C@@H:13]2[O:42][C:43]([C:45]2[CH:50]=[CH:49][CH:48]=[CH:47][CH:46]=2)=[O:44])[C@:11]2([O:53][C:54]([CH3:56])=[O:55])[CH2:51][O:52][C@@H:10]2[CH2:9][C@@H:8]1[OH:57])=[O:6].[CH3:38]/[CH:39]=[C:34](/[C:32]([NH:31][C@H:24]([C@@H:23]([OH:40])[C:21]([O:20][C@@H:19]1[C:2]([CH3:1])=[C:3]2[C:15]([CH3:16])([CH3:17])[C@:14]([OH:41])([C@@H:13]([O:42][C:43]([C:45]3[CH:46]=[CH:47][CH:48]=[CH:49][CH:50]=3)=[O:44])[C@@H:12]3[C@:11]4([O:53][C:54]([CH3:56])=[O:55])[CH2:51][O:52][C@@H:10]4[CH2:9][C@H:8]([OH:57])[C@@:7]3([CH3:58])[C:5]([C@@H:4]2[O:59][C:60]([CH3:62])=[O:61])=[O:6])[CH2:18]1)=[O:22])[C:25]1[CH:26]=[CH:27][CH:28]=[CH:29][CH:30]=1)=[O:33])\[CH3:35]. Procedure details: HPLC analysis for paclitaxel content in liposome formulations was performed on a 15 cm long pentafluorophenyl (PFP) column (ES Industries, Inc.) with a Waters 501 HPLC pump and a Waters 991 photodiode array detector. The flow rate and temperature were controlled at 1.5 ml/min. and 27° C., respectively. The mobile phase consisted of 44% acetonitrile, 56% water, and about 0.1% (vol.) of phosphoric acid. This system gave retention times for paclitaxel and cephalomannine around 12.5 and 9.5 minutes,... The reactants are O=C([O-])[O-], CC#N, NCCc1ccc(Cl)cc1, [K+], [K+], O=C(NCCCBr)Nc1ccccc1. Yields the product O=C(NCCCNCCc1ccc(Cl)cc1)Nc1ccccc1. RXN SMILES: [C:25](=[O:26])([O-:27])[O-:28].[CH3:31][C:32]#[N:33].[Cl:1][c:2]1[cH:3][cH:4][c:5]([CH2:8][CH2:9][NH2:10])[cH:6][cH:7]1.[K+:29].[K+:30].[c:11]1([NH:17][C:18](=[O:19])[NH:20][CH2:21][CH2:22][CH2:23][Br:24])[cH:12][cH:13][cH:14][cH:15][cH:16]1>>[Cl:1][c:2]1[cH:3][cH:4][c:5]([CH2:8][CH2:9][NH:10][CH2:23][CH2:22][CH2:21][NH:20][C:18]([NH:17][c:11]2[cH:12][cH:13][cH:14][cH:15][cH:16]2)=[O:19])[cH:6][cH:7]1. The reactants are I.BrC=1C=C2N(N=CC(=C2N[C@@H]2CNC[C@@H]2OC)C(=O)N)C1 (6-bromo-4-(((3R,4S)-4-methoxypyrrolidin-3-yl)amino)pyrrolo[1,2-b]pyridazine-3-carboxamide hydroiodide), CSC1=NC=C(C=N1)C#N (2-(methylthio)pyrimidine-5-carbonitrile), C(C)(C)N(C(C)C)CC (N,N-diisopropylethylamine), O (water). Run in CN(C=O)C (N,N-dimethylformamide). Reaction conditions: temperature 80 celsius, time 2 hour. Product: BrC=1C=C2N(N=CC(=C2N[C@@H]2CN(C[C@@H]2OC)C2=NC=C(C=N2)C#N)C(=O)N)C1 (6-bromo-4-((3R,4S)-1-(5-cyanopyrimidin-2-yl)-4-methoxypyrrolidin-3-ylamino)pyrrolo[1,2-b]pyridazine-3-carboxamide). Isolated yield 85.4%. Reaction SMILES: I.[Br:2][C:3]1[CH:4]=[C:5]2[C:10]([NH:11][C@H:12]3[C@@H:16]([O:17][CH3:18])[CH2:15][NH:14][CH2:13]3)=[C:9]([C:19]([NH2:21])=[O:20])[CH:8]=[N:7][N:6]2[CH:22]=1.CS[C:25]1[N:30]=[CH:29][C:28]([C:31]#[N:32])=[CH:27][N:26]=1.C(N(CC)C(C)C)(C)C.O>CN(C)C=O>[Br:2][C:3]1[CH:4]=[C:5]2[C:10]([NH:11][C@H:12]3[C@@H:16]([O:17][CH3:18])[CH2:15][N:14]([C:25]4[N:30]=[CH:29][C:28]([C:31]#[N:32])=[CH:27][N:26]=4)[CH2:13]3)=[C:9]([C:19]([NH2:21])=[O:20])[CH:8]=[N:7][N:6]2[CH:22]=1 |f:0.1|. Procedure: A solution of 6-bromo-4-(((3R,4S)-4-methoxypyrrolidin-3-yl)amino)pyrrolo[1,2-b]pyridazine-3-carboxamide hydroiodide (from Step 2 of Example 302, 200 mg, 0.415 mmol) in N,N-dimethylformamide (1 mL), was added 2-(methylthio)pyrimidine-5-carbonitrile (75 mg, 0.5 mmol) and N,N-diisopropylethylamine (0.22 mL, 1.25 mmol). The mixture was heated at 80° C. for 5 h. The mixture was added water, stirred at rt for 2 h, filtered and rinsed with water to give 6-bromo-4-((3R,4S)-1-(5-cyanopyrimidin-2-yl)-4-me... Reactants: OCC=1N(C2=CC(=C(C(=C2C1)OC)OC)OC)C (2-Hydroxymethyl-1-methyl-4,5,6-trimethoxyindole). Reagents/catalysts: [O-2].[O-2].[Mn+4] (manganese dioxide). Run in C1=CC=CC=C1 (benzene). Reaction conditions: time 2 hour. The product is CN1C(=CC2=C(C(=C(C=C12)OC)OC)OC)C=O (1-methyl-4,5,6-trimethoxyindole-2-carboaldehyde). RXN SMILES: [OH:1][CH2:2][C:3]1[N:4]([CH3:18])[C:5]2[C:10]([CH:11]=1)=[C:9]([O:12][CH3:13])[C:8]([O:14][CH3:15])=[C:7]([O:16][CH3:17])[CH:6]=2>C1C=CC=CC=1.[O-2].[O-2].[Mn+4]>[CH3:18][N:4]1[C:5]2[C:10](=[C:9]([O:12][CH3:13])[C:8]([O:14][CH3:15])=[C:7]([O:16][CH3:17])[CH:6]=2)[CH:11]=[C:3]1[CH:2]=[O:1] |f:2.3.4|. Procedure details: 2-Hydroxymethyl-1-methyl-4,5,6-trimethoxyindole (861 mg) was dissolved in benzene (50 mL), activated manganese dioxide (8.7 g) was added to the solution, and the mixture was stirred at room temperature for 2 hours. After the reaction mixture was filtered, and the filtrate was concentrated, the residue was purified by column chromatography on silica gel (ethyl acetate:hexane=1:2) to obtain the title compound. The reactants are N (ammonia), P(=O)(Cl)(Cl)Cl (phosphorus oxychloride), COC1CCC2=C1N=CNC2=O (6,7-Dihydro-7-methoxy-3H,5H-cyclopenta[d]pyrimidin-4-one), ice water. The solvent is C(Cl)(Cl)Cl (chloroform). Yields the product ClC=1C2=C(N=CN1)C(CC2)OC (4-Chloro-6,7-dihydro-7-methoxy-5H-cyclopenta[d]pyrimidine). Reaction SMILES: P(Cl)(Cl)([Cl:3])=O.[CH3:6][O:7][CH:8]1[C:12]2[N:13]=[CH:14][NH:15][C:16](=O)[C:11]=2[CH2:10][CH2:9]1.N>C(Cl)(Cl)Cl>[Cl:3][C:16]1[C:11]2[CH2:10][CH2:9][CH:8]([O:7][CH3:6])[C:12]=2[N:13]=[CH:14][N:15]=1. Procedure details: 2.5 ml of phosphorus oxychloride were added to 1.0 g of 6,7-dihydro-7-methoxy-3H,5H-cyclopenta[d]pyrimidin-4-one [prepared as described in step (d) above], and the mixture was heated under reflux for 5 minutes. The mixture was then cooled to room temperature, 20 ml of chloroform were added, and the mixture was then poured into ice-water. The cold mixture was made alkaline by the addition of concentrated aqueous ammonia, and then the chloroform layer was separated. This chloroform layer was washe... Reactants: FC=1C=C(C=C(C1)I)[C@@H](CNS(=O)(=O)C1=C(C=CC=C1)[N+](=O)[O-])NC(OC(C)(C)C)=O ((S)-tert-butyl (1-(3-fluoro-5-iodophenyl)-2-(2-nitrophenylsulfonamido)ethyl)carbamate), IC (iodomethane), C(=O)([O-])[O-].[K+].[K+] (K2CO3), Cl (HCl). Run in CN(C)C=O (DMF), O (water), CCOC(=O)C (EtOAc), C(Cl)Cl (DCM), O1CCOCC1 (dioxane). Reaction conditions: time 1 hour. Yields the product N[C@H](CN(S(=O)(=O)C1=C(C=CC=C1)[N+](=O)[O-])C)C1=CC(=CC(=C1)I)F ((S)—N-(2-amino-2-(3-fluoro-5-iodophenyl)ethyl)-N-methyl-2-nitrobenzenesulfonamide), hydrochloride salt. As a reaction SMILES: [F:1][C:2]1[CH:3]=[C:4]([C@H:9]([NH:24]C(=O)OC(C)(C)C)[CH2:10][NH:11][S:12]([C:15]2[CH:20]=[CH:19][CH:18]=[CH:17][C:16]=2[N+:21]([O-:23])=[O:22])(=[O:14])=[O:13])[CH:5]=[C:6]([I:8])[CH:7]=1.[C:32]([O-])([O-])=O.[K+].[K+].IC.Cl>CN(C=O)C.O.CCOC(C)=O.C(Cl)Cl.O1CCOCC1>[NH2:24][C@@H:9]([C:4]1[CH:5]=[C:6]([I:8])[CH:7]=[C:2]([F:1])[CH:3]=1)[CH2:10][N:11]([CH3:32])[S:12]([C:15]1[CH:20]=[CH:19][CH:18]=[CH:17][C:16]=1[N+:21]([O-:23])=[O:22])(=[O:14])=[O:13] |f:1.2.3|. Reported procedure: (S)-tert-butyl (1-(3-fluoro-5-iodophenyl)-2-(2-nitrophenylsulfonamido)ethyl)carbamate (290 mg, 0.513 mmol) was dissolved in DMF (5.1 mL) and K2CO3 (142 mg, 1.026 mmol) followed by iodomethane (48.1 μl, 0.769 mmol) were added. The mixture was agitated at room temperature for 1 h upon which complete reaction observed. RM diluted with water and EtOAc. The organic layer was washed with water twice and dried (magnesium sulfate), filtered and concentrated in vacuo to give relatively pure product which... Reactants: NCCCC1CNCCC1 (3-(3-aminopropyl)piperidine), amine, C(C=C)#N (acrylonitrile), Schiff base, C(C)(C)C1C(C2CCC1C2)CCC(CCC2C1CCC(C2C(C)C)C1)=O (1,5-di-(3-isopropylnorborn-2-yl)-3-pentanone). The product is NCCCN1CC(CCC1)CCCNC(CCC1C2CCC(C1C(C)C)C2)CCC2C1CCC(C2C(C)C)C1 (1-(3-aminopropyl)-3-{3-[1,5-di-(3-isopropylnorborn-2-yl)-3-pentylamino]propyl}piperidine). As a reaction SMILES: [NH2:1][CH2:2][CH2:3][CH2:4][CH:5]1[CH2:10][CH2:9][CH2:8][NH:7][CH2:6]1.[CH:11]([CH:14]1[CH:19]2[CH2:20][CH:16]([CH2:17][CH2:18]2)[CH:15]1[CH2:21][CH2:22][C:23](=O)[CH2:24][CH2:25][CH:26]1[CH:31]([CH:32]([CH3:34])[CH3:33])[CH:30]2[CH2:35][CH:27]1[CH2:28][CH2:29]2)([CH3:13])[CH3:12].[C:37](#[N:40])[CH:38]=[CH2:39]>>[NH2:40][CH2:37][CH2:38][CH2:39][N:7]1[CH2:8][CH2:9][CH2:10][CH:5]([CH2:4][CH2:3][CH2:2][NH:1][CH:23]([CH2:22][CH2:21][CH:15]2[CH:14]([CH:11]([CH3:13])[CH3:12])[CH:19]3[CH2:20][CH:16]2[CH2:17][CH2:18]3)[CH2:24][CH2:25][CH:26]2[CH:31]([CH:32]([CH3:34])[CH3:33])[CH:30]3[CH2:35][CH:27]2[CH2:28][CH2:29]3)[CH2:6]1. Procedure details: For example, 3-(3-aminopropyl)piperidine may be converted to a Schiff base with 1,5-di-(3-isopropylnorborn-2-yl)-3-pentanone, catalytically reduced, then the resulting amine selectively cyanoethylated on the ring nitrogen with acrylonitrile, followed by catalytic hydrogenation to furnish 1-(3-aminopropyl)-3-{3-[1,5-di-(3-isopropylnorborn-2-yl)-3-pentylamino]propyl}piperidine.